From a dataset of the Open Reaction Database (ORD), a public repository of structured organic reaction records. describe an organic reaction: reactants, conditions, products, and yield Reactants: N1=C(Cl)N=C(Cl)N=C1Cl (cyanuric chloride), C(CCC)NC1CC(NC(C1)(C)C)(C)C (4-butylamino-2,2,6,6-tetramethylpiperidine). Reaction SMILES: [N:1]1[C:8](Cl)=[N:7][C:5](Cl)=[N:4][C:2]=1[Cl:3].[CH2:10]([NH:14][CH:15]1[CH2:20][C:19]([CH3:22])([CH3:21])[NH:18][C:17]([CH3:24])([CH3:23])[CH2:16]1)[CH2:11][CH2:12][CH3:13]>O1CCOCC1>[Cl:3][C:2]1[N:1]=[C:8]([N:14]([CH2:10][CH2:11][CH2:12][CH3:13])[CH:15]2[CH2:16][C:17]([CH3:23])([CH3:24])[NH:18][C:19]([CH3:22])([CH3:21])[CH2:20]2)[N:7]=[C:5]([N:14]([CH:15]2[CH2:16][C:17]([CH3:24])([CH3:23])[NH:18][C:19]([CH3:21])([CH3:22])[CH2:20]2)[CH2:10][CH2:11][CH2:12][CH3:13])[N:4]=1. Reported procedure: To a solution of 18.4 g of cyanuric chloride in 200 ml of dioxane was added dropwise, with stirring, a solution of 43.6 g of 4-butylamino-2,2,6,6-tetramethylpiperidine in 100 ml of dioxane at 20°-25° C. The mixture was stirred at the same temperature for 2 hours, after which it was stirred at 60°-70° C. for 2 hours. At the end of this time, the dioxane was distilled off and the residue was poured into a 10% aqueous solution of potassium carbonate and extracted with ethyl acetate. The extract was... Product: ClC1=NC(=NC(=N1)N(C1CC(NC(C1)(C)C)(C)C)CCCC)N(CCCC)C1CC(NC(C1)(C)C)(C)C (2-Chloro-4,6-bis[N-butyl-N-(2,2,6,6-tetramethyl-4-piperidyl)amino]-1,3,5-triazine), crystals. Run in O1CCOCC1 (dioxane), O1CCOCC1 (dioxane). The product is CC1(CCC(N1CC1=NC=C(C=C1)C#CC1=CC=CC=C1)=O)C (5,5-Dimethyl-1-(5-phenylethynyl-pyridin-2-ylmethyl)-pyrrolidin-2-one). Starting materials: C1(=CC=CC=C1)C#CC=1C=CC(=NC1)CO ((5-phenylethynyl-pyridin-2-yl)-methanol), CC1(CCC(N1)=O)C (5,5-dimethyl-pyrrolidin-2-one). Reaction SMILES: [C:1]1([C:7]#[C:8][C:9]2[CH:10]=[CH:11][C:12]([CH2:15]O)=[N:13][CH:14]=2)[CH:6]=[CH:5][CH:4]=[CH:3][CH:2]=1.[CH3:17][C:18]1([CH3:24])[NH:22][C:21](=[O:23])[CH2:20][CH2:19]1>>[CH3:17][C:18]1([CH3:24])[N:22]([CH2:15][C:12]2[CH:11]=[CH:10][C:9]([C:8]#[C:7][C:1]3[CH:2]=[CH:3][CH:4]=[CH:5][CH:6]=3)=[CH:14][N:13]=2)[C:21](=[O:23])[CH2:20][CH2:19]1. Reported procedure: The title compound, light yellow oil, MS: m/e=305.2 (M+H+), can be prepared in accordance with the general method of example 31, step 2 from (5-phenylethynyl-pyridin-2-yl)-methanol (example 31, step 1) and 5,5-dimethyl-pyrrolidin-2-one. The reactants are Cl.Cl.FC1=CC=C(C=C1)CCOC1=CC=C(C=C1)C1(C(CCCC1)CCN1CCN(CC1)C)O (1-{4-[2-(4-fluorophenyl)ethoxy]phenyl}-2-(4-methylpiperazin-1-yl)ethylcyclohexanol dihydrochloride), Cl.Cl.FC1=CC=C(C=C1)CCOC1=CC=C(C=C1)C(CN1CCNCC1)C1(CCCCC1)O (1-(1-{4-[2-(4-fluorophenyl)ethoxy]phenyl}-2-piperazin-1-ylethyl)cyclohexanol dihydrochloride). Product: Cl.Cl.FC1=CC=C(C=C1)CCOC1=CC=C(C=C1)C(CN1CCN(CC1)C)C1(CCCCC1)O (1-[1-{4-[2-(4-fluorophenyl)ethoxy]phenyl}-2-(4-methylpiperazin-1-yl)ethyl]cyclohexanol dihydrochloride). RXN SMILES: [ClH:1].Cl.F[C:4]1C=CC(CCOC2C=CC(C3(O)CCCCC3CCN3CCN(C)CC3)=CC=2)=CC=1.Cl.Cl.[F:37][C:38]1[CH:43]=[CH:42][C:41]([CH2:44][CH2:45][O:46][C:47]2[CH:52]=[CH:51][C:50]([CH:53]([C:61]3([OH:67])[CH2:66][CH2:65][CH2:64][CH2:63][CH2:62]3)[CH2:54][N:55]3[CH2:60][CH2:59][NH:58][CH2:57][CH2:56]3)=[CH:49][CH:48]=2)=[CH:40][CH:39]=1>>[ClH:1].[ClH:1].[F:37][C:38]1[CH:39]=[CH:40][C:41]([CH2:44][CH2:45][O:46][C:47]2[CH:48]=[CH:49][C:50]([CH:53]([C:61]3([OH:67])[CH2:62][CH2:63][CH2:64][CH2:65][CH2:66]3)[CH2:54][N:55]3[CH2:60][CH2:59][N:58]([CH3:4])[CH2:57][CH2:56]3)=[CH:51][CH:52]=2)=[CH:42][CH:43]=1 |f:0.1.2,3.4.5,6.7.8|. Procedure details: In an analogous manner to Example 24, 1-[1-{4-[2-(4-fluorophenyl)ethoxy]phenyl}-2-(4-methylpiperazin-1-yl)ethylcyclohexanol dihydrochloride was prepared from 1-(1-{4-[2-(4-fluorophenyl)ethoxy]phenyl}-2-piperazin-1-ylethyl)cyclohexanol (see Example 462). MS (ESI) m/z 441. Reactants: C(CCC)OCCOC1=CC=C(C=C1)C=1C=CC2=C(C=C(CCN2C2=CC=C(C=C2)S(N(C)C)(=O)=O)C(=O)OC)C1 (methyl 7-[4-(2-butoxyethoxy)phenyl]-1-(N,N-dimethyl-4-sulfamoylphenyl)-2,3-dihydro-1H-1-benzazepine-4-carboxylate), [OH-].[Na+] (sodium hydroxide). Solvent: CO (methanol), C1CCOC1 (THF). Conditions: temperature 60 celsius, time 1 hour. The product is C(CCC)OCCOC1=CC=C(C=C1)C=1C=CC2=C(C=C(CCN2C2=CC=C(C=C2)S(N(C)C)(=O)=O)C(=O)O)C1 (7-[4-(2-butoxyethoxy)phenyl]-1-(N,N-dimethyl-4-sulfamoylphenyl)-2,3-dihydro-1H-1-benzazepine-4-carboxylic acid). Yield: 99.5%. As a reaction SMILES: [CH2:1]([O:5][CH2:6][CH2:7][O:8][C:9]1[CH:14]=[CH:13][C:12]([C:15]2[CH:16]=[CH:17][C:18]3[N:24]([C:25]4[CH:30]=[CH:29][C:28]([S:31](=[O:36])(=[O:35])[N:32]([CH3:34])[CH3:33])=[CH:27][CH:26]=4)[CH2:23][CH2:22][C:21]([C:37]([O:39]C)=[O:38])=[CH:20][C:19]=3[CH:41]=2)=[CH:11][CH:10]=1)[CH2:2][CH2:3][CH3:4].[OH-].[Na+]>CO.C1COCC1>[CH2:1]([O:5][CH2:6][CH2:7][O:8][C:9]1[CH:10]=[CH:11][C:12]([C:15]2[CH:16]=[CH:17][C:18]3[N:24]([C:25]4[CH:26]=[CH:27][C:28]([S:31](=[O:35])(=[O:36])[N:32]([CH3:33])[CH3:34])=[CH:29][CH:30]=4)[CH2:23][CH2:22][C:21]([C:37]([OH:39])=[O:38])=[CH:20][C:19]=3[CH:41]=2)=[CH:13][CH:14]=1)[CH2:2][CH2:3][CH3:4] |f:1.2|. Reported procedure: In methanol (50 ml) and THF (50 ml) was dissolved methyl 7-[4-(2-butoxyethoxy)phenyl]-1-(N,N-dimethyl-4-sulfamoylphenyl)-2,3-dihydro-1H-1-benzazepine-4-carboxylate (0.34 g). To the solution was added 1N sodium hydroxide solution (10 ml), and the mixture was stirred at room temperature at 60° C. for 1 hour, concentrated, neutralized with 1N hydrochloric acid and extracted with ethyl acetate. The organic layer was washed with water and saturated brine and dried with anhydrous magnesium sulfate. Th... Yield: 49.8%. The product is C(C)(C)N1CC(NC2=CC=C(C=C12)B(O)O)=O ((4-Isopropyl-2-oxo-3,4-dihydro-quinoxalin-6-yl)boronic acid). RXN SMILES: Br[C:2]1[CH:3]=[C:4]2[C:9](=[CH:10][CH:11]=1)[NH:8][C:7](=[O:12])[CH2:6][N:5]2[CH:13]([CH3:15])[CH3:14].[H-].[Na+].C([Li])CCC.[B:23](OC(C)C)([O:28]C(C)C)[O:24]C(C)C.Cl>C1COCC1.C(OCC)(=O)C>[CH:13]([N:5]1[C:4]2[C:9](=[CH:10][CH:11]=[C:2]([B:23]([OH:28])[OH:24])[CH:3]=2)[NH:8][C:7](=[O:12])[CH2:6]1)([CH3:15])[CH3:14] |f:1.2|. The reactants are B(OC(C)C)(OC(C)C)OC(C)C (triisopropyl borate), Cl (hydrochloric acid), BrC=1C=C2N(CC(NC2=CC1)=O)C(C)C (6-bromo-4-isopropyl-3,4-dihydro-1H-quinoxalin-2-one), [H-].[Na+] (sodium hydride), C(CCC)[Li] (butyl lithium). The solvent is C(C)(=O)OCC (ethyl acetate), C1CCOC1 (THF). Run at time 30 minute. Procedure details: To a solution of 6-bromo-4-isopropyl-3,4-dihydro-1H-quinoxalin-2-one (8.1 g, 30 mmol) in THF (200 ml) was added sodium hydride (60% dispersion in mineral oil, 1.2 g, 30 mmol). After stirring for 30 min. at room temperature, the mixture was cooled to −78° C. and butyl lithium (2.5 M in hexanes, 12.5 ml, 30 mmol) was added slowly. After 30 min. triisopropyl borate (19 ml, 83 mmol) was added and the mixture was allowed to warm to room temperature. After 2 hrs. hydrochloric acid (1N , 350 ml) and et... The reactants are [Br-], [Br-], [Br-], CCCC[N+](CCCC)(CCCC)CCCC, CCCC[N+](CCCC)(CCCC)CCCC, CCCC[N+](CCCC)(CCCC)CCCC, CO, ClCCl, Nc1ccc(Cl)c(O)c1. Yields the product Nc1cc(O)c(Cl)cc1Br. Reaction SMILES: [Br-:10].[Br-:11].[Br-:12].[CH2:13]([N+:14]([CH2:15][CH2:16][CH2:17][CH3:18])([CH2:19][CH2:20][CH2:21][CH3:22])[CH2:23][CH2:24][CH2:25][CH3:26])[CH2:27][CH2:28][CH3:29].[CH2:30]([N+:31]([CH2:32][CH2:33][CH2:34][CH3:35])([CH2:36][CH2:37][CH2:38][CH3:39])[CH2:40][CH2:41][CH2:42][CH3:43])[CH2:44][CH2:45][CH3:46].[CH2:47]([N+:48]([CH2:49][CH2:50][CH2:51][CH3:52])([CH2:53][CH2:54][CH2:55][CH3:56])[CH2:57][CH2:58][CH2:59][CH3:60])[CH2:61][CH2:62][CH3:63].[CH3:67][OH:68].[Cl:64][CH2:65][Cl:66].[NH2:1][c:2]1[cH:3][cH:4][c:5]([Cl:9])[c:6]([OH:8])[cH:7]1>>[NH2:1][c:2]1[c:3]([Br:10])[cH:4][c:5]([Cl:9])[c:6]([OH:8])[cH:7]1. Reactants: step-ii, C(C1=CC=CC=C1)N1N=CC(=C1)B1OC(C(O1)(C)C)(C)C (1-benzyl-4-(4,4,5,5-tetramethyl-1,3,2-dioxaborolan-2-yl)-1H-pyrazole), C(C1=CC=CC=C1)N1N=CC(=C1)B1OC(C(O1)(C)C)(C)C (1-benzyl-4-(4,4,5,5-tetramethyl-1,3,2-dioxaborolan-2-yl)-1H-pyrazole), IC1=CN(C2=NC=C(C=C21)C2=CC=C(C=C2)N2CCN(CC2)C(=O)OC(C)(C)C)S(=O)(=O)C2=CC=C(C)C=C2 (tert-butyl 4-(4-(3-iodo-1-tosyl-1H-pyrrolo[2,3-b]pyridin-5-yl)phenyl)piperazine-1-carboxylate), IC1=CN(C2=NC=C(C=C21)C2=CC=C(C=C2)N2CCN(CC2)C(=O)OC(C)(C)C)S(=O)(=O)C2=CC=C(C)C=C2 (tert-butyl 4-(4-(3-iodo-1-tosyl-1H-pyrrolo[2,3-b]pyridin-5-yl)phenyl)piperazine-1-carboxylate), C([O-])([O-])=O.[Na+].[Na+] (sodium carbonate). Reagents/catalysts: Cl[Pd]([P](C1=CC=CC=C1)(C2=CC=CC=C2)C3=CC=CC=C3)([P](C4=CC=CC=C4)(C5=CC=CC=C5)C6=CC=CC=C6)Cl (Pd(PPh3)2Cl2). Solvent: C1(=CC=CC=C1)C.C(C)O.O (toluene ethanol water). The product is C(C1=CC=CC=C1)N1N=CC(=C1)C1=CN(C2=NC=C(C=C21)C2=CC=C(C=C2)N2CCN(CC2)C(=O)OC(C)(C)C)S(=O)(=O)C2=CC=C(C)C=C2 (tert-butyl 4-(4-(3-(1-benzyl-1H-pyrazol-4-yl)-1-tosyl-1H-pyrrolo[2,3-b]pyridin-5-yl)phenyl)piperazine-1-carboxylate). Isolated yield 95.8%. Reaction SMILES: I[C:2]1[C:10]2[C:5](=[N:6][CH:7]=[C:8]([C:11]3[CH:16]=[CH:15][C:14]([N:17]4[CH2:22][CH2:21][N:20]([C:23]([O:25][C:26]([CH3:29])([CH3:28])[CH3:27])=[O:24])[CH2:19][CH2:18]4)=[CH:13][CH:12]=3)[CH:9]=2)[N:4]([S:30]([C:33]2[CH:39]=[CH:38][C:36]([CH3:37])=[CH:35][CH:34]=2)(=[O:32])=[O:31])[CH:3]=1.[CH2:40]([N:47]1[CH:51]=[C:50](B2OC(C)(C)C(C)(C)O2)[CH:49]=[N:48]1)[C:41]1[CH:46]=[CH:45][CH:44]=[CH:43][CH:42]=1.C(=O)([O-])[O-].[Na+].[Na+]>C1(C)C=CC=CC=1.C(O)C.O.Cl[Pd](Cl)([P](C1C=CC=CC=1)(C1C=CC=CC=1)C1C=CC=CC=1)[P](C1C=CC=CC=1)(C1C=CC=CC=1)C1C=CC=CC=1>[CH2:40]([N:47]1[CH:51]=[C:50]([C:2]2[C:10]3[C:5](=[N:6][CH:7]=[C:8]([C:11]4[CH:16]=[CH:15][C:14]([N:17]5[CH2:22][CH2:21][N:20]([C:23]([O:25][C:26]([CH3:29])([CH3:28])[CH3:27])=[O:24])[CH2:19][CH2:18]5)=[CH:13][CH:12]=4)[CH:9]=3)[N:4]([S:30]([C:33]3[CH:39]=[CH:38][C:36]([CH3:37])=[CH:35][CH:34]=3)(=[O:32])=[O:31])[CH:3]=2)[CH:49]=[N:48]1)[C:41]1[CH:46]=[CH:45][CH:44]=[CH:43][CH:42]=1 |f:2.3.4,5.6.7,^1:80,99|. Procedure: Using similar reaction conditions as described in step-ii of example-1, tert-butyl 4-(4-(3-iodo-1-tosyl-1H-pyrrolo[2,3-b]pyridin-5-yl)phenyl)piperazine-1-carboxylate (intermediate 41) (200 mg, 0.303 mmol) was coupled with 1-benzyl-4-(4,4,5,5-tetramethyl-1,3,2-dioxaborolan-2-yl)-1H-pyrazole (intermediate 15) (130 mg, 0.455 mmol) using sodium carbonate (81 mg, 0.759 mmol) and Pd(PPh3)2Cl2 (11 mg, 0.015 mmol) in toluene/ethanol/water (10/2/1 ml) to afford 200 mg (95.6% yield) of titled compound aft... Starting materials: CN(C)C=O, O=c1c2ccccc2sc2ccc(Cl)cc12, [K+], [OH-], O, Sc1ccccc1. Yields the product O=c1c2ccccc2sc2ccc(Sc3ccccc3)cc12. RXN SMILES: [CH3:26][N:27]([CH3:28])[CH:29]=[O:30].[Cl:1][c:2]1[cH:3][c:4]2[c:5](=[O:16])[c:6]3[cH:7][cH:8][cH:9][cH:10][c:11]3[s:12][c:13]2[cH:14][cH:15]1.[K+:25].[OH-:24].[OH2:31].[SH:17][c:18]1[cH:19][cH:20][cH:21][cH:22][cH:23]1>>[c:2]1([S:17][c:18]2[cH:19][cH:20][cH:21][cH:22][cH:23]2)[cH:3][c:4]2[c:5](=[O:16])[c:6]3[cH:7][cH:8][cH:9][cH:10][c:11]3[s:12][c:13]2[cH:14][cH:15]1. Starting materials: NC=1C(NN=C(C1)C1=CC=CC=C1)=O (4-Amino-6-phenyl-3(2H)-pyridazinone), Heterocycles, BrN1C(CCC1=O)=O (N-bromosuccinimide). Solvent: C(C)#N (acetonitrile). Conditions: time 18 hour. Yields the product NC=1C(NN=C(C1Br)C1=CC=CC=C1)=O (4-Amino-5-bromo-6-phenyl-3(2H)-pyridazinone). As a reaction SMILES: [NH2:1][C:2]1[C:3](=[O:14])[NH:4][N:5]=[C:6]([C:8]2[CH:13]=[CH:12][CH:11]=[CH:10][CH:9]=2)[CH:7]=1.[Br:15]N1C(=O)CCC1=O>C(#N)C>[NH2:1][C:2]1[C:3](=[O:14])[NH:4][N:5]=[C:6]([C:8]2[CH:13]=[CH:12][CH:11]=[CH:10][CH:9]=2)[C:7]=1[Br:15]. Procedure: 4-Amino-6-phenyl-3(2H)-pyridazinone (prepared by the method of Example 1a), or according to McKillop et al., Heterocycles, 1989, 29(6), 1077) (4.69 g, 25 mmol) and N-bromosuccinimide (4.50 g, 25.3 mmol), suspended in dry acetonitrile (135 ml), was heated at reflux under a nitrogen atmosphere for 6 hours, then allowed to stand at room temperature for 18 hours. The solid was collected by filtration, washed with ethyl acetate (40 ml) and diethyl ether (40 ml), and dried in vacuo at 60° C., to affor...